Dataset: the Open Reaction Database (ORD), a public repository of structured organic reaction records. Task: describe an organic reaction: reactants, conditions, products, and yield The reactants are CC1=C(N=C(O1)C1=CC=CC=C1)COC1=CC=C(C=N1)CN1C=C(C(=C1)C1=CC=CC=C1)CO ([1-[6-(5-methyl-2-phenyl-4-oxazolylmethoxy)-3-pyridylmethyl]-4-phenyl-3-pyrrolyl]methanol). Reagents/catalysts: [O-2].[O-2].[Mn+4] (manganese dioxide). The solvent is C(C)(=O)OCC (ethyl acetate). Conditions: time 2 hour. Product: CC1=C(N=C(O1)C1=CC=CC=C1)COC1=CC=C(C=N1)CN1C=C(C(=C1)C1=CC=CC=C1)C=O (1-[6-(5-methyl-2-phenyl-4-oxazolylmethoxy)-3-pyridylmethyl]-4-phenylpyrrole-3-carbaldehyde). Yield: 92.6%. As a reaction SMILES: [CH3:1][C:2]1[O:6][C:5]([C:7]2[CH:12]=[CH:11][CH:10]=[CH:9][CH:8]=2)=[N:4][C:3]=1[CH2:13][O:14][C:15]1[N:20]=[CH:19][C:18]([CH2:21][N:22]2[CH:26]=[C:25]([C:27]3[CH:32]=[CH:31][CH:30]=[CH:29][CH:28]=3)[C:24]([CH2:33][OH:34])=[CH:23]2)=[CH:17][CH:16]=1>[O-2].[O-2].[Mn+4].C(OCC)(=O)C>[CH3:1][C:2]1[O:6][C:5]([C:7]2[CH:8]=[CH:9][CH:10]=[CH:11][CH:12]=2)=[N:4][C:3]=1[CH2:13][O:14][C:15]1[N:20]=[CH:19][C:18]([CH2:21][N:22]2[CH:26]=[C:25]([C:27]3[CH:32]=[CH:31][CH:30]=[CH:29][CH:28]=3)[C:24]([CH:33]=[O:34])=[CH:23]2)=[CH:17][CH:16]=1 |f:1.2.3|. Reported procedure: A mixture of [1-[6-(5-methyl-2-phenyl-4-oxazolylmethoxy)-3-pyridylmethyl]-4-phenyl-3-pyrrolyl]methanol (1.15 g), active manganese dioxide (2.30 g) and ethyl acetate (80 ml) was stirred at room temperature for 2 hours. After the manganese dioxide was removed by filtration, the filtrate was concentrated to obtain 1-[6-(5-methyl-2-phenyl-4-oxazolylmethoxy)-3-pyridylmethyl]-4-phenylpyrrole-3-carbaldehyde (1.06 g, yield 93%) as a colorless oily substance. Starting materials: COc1ccc(OC)c(C(=O)CBr)c1, CNC, Cc1ccccc1. Product: COc1ccc(OC)c(C(=O)CN(C)C)c1. As a reaction SMILES: [Br:1][CH2:2][C:3](=[O:4])[c:5]1[c:6]([O:13][CH3:14])[cH:7][cH:8][c:9]([O:11][CH3:12])[cH:10]1.[CH3:15][NH:16][CH3:17].[CH3:18][c:19]1[cH:20][cH:21][cH:22][cH:23][cH:24]1>>[CH2:2]([C:3](=[O:4])[c:5]1[c:6]([O:13][CH3:14])[cH:7][cH:8][c:9]([O:11][CH3:12])[cH:10]1)[N:16]([CH3:15])[CH3:17]. Reactants: Clc1cc(-c2ccccc2)nc2ccccc12, Cc1cc(N)n[nH]1, c1ccc(Oc2ccccc2)cc1. Product: Cc1cc(Nc2cc(-c3ccccc3)nc3ccccc23)[nH]n1. As a reaction SMILES: [Cl:1][c:2]1[cH:3][c:4](-[c:12]2[cH:13][cH:14][cH:15][cH:16][cH:17]2)[n:5][c:6]2[cH:7][cH:8][cH:9][cH:10][c:11]12.[NH2:18][c:19]1[n:20][nH:21][c:22]([CH3:24])[cH:23]1.[c:25]1([O:26][c:27]2[cH:28][cH:29][cH:30][cH:31][cH:32]2)[cH:33][cH:34][cH:35][cH:36][cH:37]1>>[c:2]1([NH:18][c:19]2[nH:20][n:21][c:22]([CH3:24])[cH:23]2)[cH:3][c:4](-[c:12]2[cH:13][cH:14][cH:15][cH:16][cH:17]2)[n:5][c:6]2[cH:7][cH:8][cH:9][cH:10][c:11]12. The reactants are C1(=CC=CC=C1)P(C1=CC=CC=C1)C1=CC=CC=C1 (triphenylphosphine), ClC1=CC=C(C=N1)[C@H]1NC(O[C@@H]1C1=CC(=CC=C1)F)=O ((4R,5R)-4-(6-chloropyridin-3-yl)-5-(3-fluorophenyl)oxazolidin-2-one), C(#C)C1=CC=CC=C1 (ethynylbenzene), C(C)(C)N(CC)C(C)C (diisopropylethylamine), CN(C=O)C (dimethylformamide). Reagents/catalysts: [Cu]I (copper (I) iodide), [Pd](Cl)Cl.C1(=CC=CC=C1)P(C1=CC=CC=C1)C1=CC=CC=C1.C1(=CC=CC=C1)P(C1=CC=CC=C1)C1=CC=CC=C1 (bis(triphenylphosphine) palladium (II) chloride). Reaction conditions: time 25 minute. The product is C(C)(=O)[O-].[NH4+] (Ammonium Acetate), FC=1C=C(C=CC1)[C@@H]1[C@H](NC(O1)=O)C=1C=NC(=CC1)C#CC1=CC=CC=C1 ((4R,5R)-5-(3-fluorophenyl)-4-(6-(phenylethynyl)pyridin-3-yl)oxazolidin-2-one). The yield is 48.0%. RXN SMILES: Cl[C:2]1[N:7]=[CH:6][C:5]([C@@H:8]2[C@@H:12]([C:13]3[CH:18]=[CH:17][CH:16]=[C:15]([F:19])[CH:14]=3)[O:11][C:10](=[O:20])[NH:9]2)=[CH:4][CH:3]=1.[C:21]([C:23]1[CH:28]=[CH:27][CH:26]=[CH:25][CH:24]=1)#[CH:22].C1(P(C2C=CC=CC=2)C2C=CC=CC=2)C=CC=CC=1.C(N(C(C)C)CC)(C)C.CN(C)C=[O:60]>[Pd](Cl)Cl.C1(P(C2C=CC=CC=2)C2C=CC=CC=2)C=CC=CC=1.C1(P(C2C=CC=CC=2)C2C=CC=CC=2)C=CC=CC=1.[Cu]I>[C:12]([O-:11])(=[O:60])[CH3:13].[NH4+:7].[F:19][C:15]1[CH:14]=[C:13]([C@H:12]2[O:11][C:10](=[O:20])[NH:9][C@@H:8]2[C:5]2[CH:6]=[N:7][C:2]([C:22]#[C:21][C:23]3[CH:28]=[CH:27][CH:26]=[CH:25][CH:24]=3)=[CH:3][CH:4]=2)[CH:18]=[CH:17][CH:16]=1 |f:5.6.7,9.10|. Reported procedure: (4R,5R)-4-(6-chloropyridin-3-yl)-5-(3-fluorophenyl)oxazolidin-2-one (52 mg; 0.18 mmol), ethynylbenzene (20.0 mg, 0.19 mmol), bis(triphenylphosphine) palladium (II) chloride (6.2 mg, 8.88 μmol), triphenylphosphine (9.3 mg, 0.036 mmol), and copper (I) iodide (1.6 mg, 8.88 μmol) were combined in a microwave vial. dimethylformamide (0.5 mL) and diisopropylethylamine (1.5 mL) were added resulting in a biphasic mixture. Nitrogen was bubbled through the vessel for 10 min, the vessel was capped and the ... Yields the product ester, B(O)(O)O (boric acid), B(OC)(OC)OC (trimethyl borate). Reaction SMILES: [B:1]([O:6][CH3:7])([O:4][CH3:5])[O:2][CH3:3].C(O)(=O)C(C)=C.CC(O)COC(CO)C.COC(COC(COC(CO)C)C)C>>[B:1]([OH:6])([OH:4])[OH:2].[B:1]([O:6][CH3:7])([O:4][CH3:5])[O:2][CH3:3] |f:1.2|. Conditions: temperature 75 celsius, time 6 hour. Procedure details: 207.6 Grams (2.0 mols) of trimethyl borate was added to 202 g (1.0 mol) of dipropylene glycol monomethacrylate and 412 g (2.0 mols) of tripropylene glycol monomethyl ether, followed by keeping them at 60° C. for 1 hour with stirring in a dry air atmosphere and then heating to 75° C. After the temperature reached 75° C., the pressure in the system was gradually reduced. The system was kept at a pressure of 2.67 kPa (20 mmHg) or lower for 6 hours to remove volatile matters produced with progress o... The reactants are B(OC)(OC)OC (trimethyl borate), C(C(=C)C)(=O)O.CC(COC(C)CO)O (dipropylene glycol monomethacrylate), COC(C)COC(C)COC(C)CO (tripropylene glycol monomethyl ether).